This data is from the Open Reaction Database (ORD), a public repository of structured organic reaction records. The task is: describe an organic reaction: reactants, conditions, products, and yield As a reaction SMILES: [NH:1]1[C:9]2[C:4](=[CH:5][CH:6]=[CH:7][CH:8]=2)[CH:3]=[CH:2]1.[Li]CCCC.[Li]C(C)(C)C.[CH2:20]([N:22]([CH2:37][CH3:38])[CH2:23][CH2:24][N:25]1[C:35]2[C:30](=[C:31]([Br:36])[CH:32]=[CH:33][CH:34]=2)[C:28](=[O:29])[C:26]1=[O:27])[CH3:21].[NH4+].[Cl-]>C1COCC1.O>[CH2:37]([N:22]([CH2:20][CH3:21])[CH2:23][CH2:24][N:25]1[C:35]2[C:30](=[C:31]([Br:36])[CH:32]=[CH:33][CH:34]=2)[C:28]([OH:29])([C:2]2[NH:1][C:9]3[C:4]([CH:3]=2)=[CH:5][CH:6]=[CH:7][CH:8]=3)[C:26]1=[O:27])[CH3:38] |f:4.5|. The solvent is O (H2O), C1CCOC1 (THF), C1CCOC1 (THF), C1CCOC1 (THF). Procedure details: To indole (39.7 mg, 1.1 eq) in anhydrous THF (2 mL) under a nitrogen atmosphere and with stirring was added n-BuLi (0.22 mL, 1.1 eq, 1.53 M in hexanes) at −78° C. (bath temperature). Stirring was continued for 1 hour after which CO2 (g) was bubbled through the solution for ca. 30 minutes. The reaction mixture was then allowed to warm to room temperature and stirred at room temperature for a further 30 minutes. The solvent was removed in vacuo to give a white/light yellow solid which was left und... The yield is 28.9%. The reactants are C(C)N(CCN1C(=O)C(=O)C2=C(C=CC=C12)Br)CC (1-(2-diethylaminoethyl)-4-bromoisatin), N1C=CC2=CC=CC=C12 (indole), [Li]CCCC (n-BuLi), [Li]C(C)(C)C (t-BuLi), [NH4+].[Cl-] (NH4Cl). Product: C(C)N(CCN1C(C(C2=C(C=CC=C12)Br)(C=1NC2=CC=CC=C2C1)O)=O)CC (1-(2-Diethylaminoethyl)-3-hydroxy-3-(2-indolyl)-4-bromooxindole). Run at time 1 hour. Starting materials: O.[OH-].[Li+] (lithium hydroxide monohydrate), O (water), C1(CCCC1)OC(=O)NC=1C=C2C(=CN(C2=CC1)C)CC1=C(C=C(C(=O)NS(=O)(=O)C2=C(C=CC=C2)C#CCCCOC(C)=O)C=C1)OC (N-[4-[5-(cyclopentyloxycarbonylamino)-1-methyl-indol-3-yl-methyl]-3-methoxybenzoyl]-2-(5-acetoxy-pent-1-yn-1-yl)-benzenesulfonamide). The solvent is CO.O1CCCC1 (methanol tetrahydrofuran). Run at time 16 hour. Yields the product C1(CCCC1)OC(=O)NC=1C=C2C(=CN(C2=CC1)C)CC1=C(C=C(C(=O)NS(=O)(=O)C2=C(C=CC=C2)C#CCCCO)C=C1)OC (N-[4-[5-(Cyclopentyloxycarbonylamino)-1-methyl-indol-3-yl-methyl]-3-methoxybenzoyl]-2-(5-hydroxy-pent-1-yn-1-yl)-benzenesulfonamide). Isolated yield 97.7%. RXN SMILES: O.[OH-].[Li+].O.[CH:5]1([O:10][C:11]([NH:13][C:14]2[CH:15]=[C:16]3[C:20](=[CH:21][CH:22]=2)[N:19]([CH3:23])[CH:18]=[C:17]3[CH2:24][C:25]2[CH:51]=[CH:50][C:28]([C:29]([NH:31][S:32]([C:35]3[CH:40]=[CH:39][CH:38]=[CH:37][C:36]=3[C:41]#[C:42][CH2:43][CH2:44][CH2:45][O:46]C(=O)C)(=[O:34])=[O:33])=[O:30])=[CH:27][C:26]=2[O:52][CH3:53])=[O:12])[CH2:9][CH2:8][CH2:7][CH2:6]1>CO.O1CCCC1>[CH:5]1([O:10][C:11]([NH:13][C:14]2[CH:15]=[C:16]3[C:20](=[CH:21][CH:22]=2)[N:19]([CH3:23])[CH:18]=[C:17]3[CH2:24][C:25]2[CH:51]=[CH:50][C:28]([C:29]([NH:31][S:32]([C:35]3[CH:40]=[CH:39][CH:38]=[CH:37][C:36]=3[C:41]#[C:42][CH2:43][CH2:44][CH2:45][OH:46])(=[O:33])=[O:34])=[O:30])=[CH:27][C:26]=2[O:52][CH3:53])=[O:12])[CH2:9][CH2:8][CH2:7][CH2:6]1 |f:0.1.2,5.6|. Procedure details: 0.37 g of lithium hydroxide monohydrate and 10 ml of water are added to a solution of 1.2 g of N-[4-[5-(cyclopentyloxycarbonylamino)-1-methyl-indol-3-yl-methyl]-3-methoxybenzoyl]-2-(5-acetoxy-pent-1-yn-1-yl)-benzenesulfonamide in 40 ml of methanol/tetrahydrofuran=1/1. The mixture is stirred for 16 hours at room temperature, then the solvents are evaporated off at 15 torr and 40° and 50 ml of methylene chloride are added to the residue. Acidification is effected by adding 50 ml of 1N hydrochloric... The reactants are C(F)(F)C(F)(F)C(F)(F)C(F)(F)C(F)(F)C(F)(F)CS(=O)O (H(CF2)6CH2SO2H), O (water), BrBr (bromine). Solvent: C(C)(=O)O (acetic acid). Reaction conditions: time 12 hour. Yields the product C(F)(F)C(F)(F)C(F)(F)C(F)(F)C(F)(F)C(F)(F)CS(=O)(=O)O (H(CF2)6CH2SO3H). RXN SMILES: [CH:1]([C:4]([C:7]([C:10]([C:13]([C:16]([CH2:19][S:20]([OH:22])=[O:21])([F:18])[F:17])([F:15])[F:14])([F:12])[F:11])([F:9])[F:8])([F:6])[F:5])([F:3])[F:2].[OH2:23].BrBr>C(O)(=O)C>[CH:1]([C:4]([C:7]([C:10]([C:13]([C:16]([CH2:19][S:20]([OH:23])(=[O:22])=[O:21])([F:17])[F:18])([F:15])[F:14])([F:11])[F:12])([F:9])[F:8])([F:6])[F:5])([F:3])[F:2]. Procedure: H(CF2)6CH2SO2H (1.00 g, 2.63 mmol) was put in a 100 ml flask, and was dissolved in acetic acid (20 ml) in the air. After the reaction system was dipped in ice bath and water (1.0 ml) was added thereto, bromine (1.1 g, 6.84 mmol) was added and stirring was continued at room temperature for 12 hours. After completion of the reaction, the inside of the system was brought to reduced pressure, and after removing the solvent and bromine, the reaction product was dried in vacuo at 60° C. for 12 hours t... Starting materials: ClC=1C=C(C=CC1Cl)NC(C)(C(=O)OCC)C (ethyl N-(3,4-dichlorophenyl)-2-methylalaninate), [Li+].[OH-] (LiOH). The solvent is O (H2O), C1CCOC1 (THF). Reaction conditions: time 24 hour. Yields the product [Li+].ClC=1C=C(C=CC1Cl)NC(C)(C(=O)[O-])C (N-(3,4-Dichlorophenyl)-2-methylalanine lithium salt). As a reaction SMILES: [Cl:1][C:2]1[CH:3]=[C:4]([NH:9][C:10]([CH3:17])([C:12]([O:14]CC)=[O:13])[CH3:11])[CH:5]=[CH:6][C:7]=1[Cl:8].[Li+:18].[OH-]>C1COCC1.O>[Li+:18].[Cl:1][C:2]1[CH:3]=[C:4]([NH:9][C:10]([CH3:17])([C:12]([O-:14])=[O:13])[CH3:11])[CH:5]=[CH:6][C:7]=1[Cl:8] |f:1.2,5.6|. Procedure: A 50-mL round bottom flask equipped with a magnetic stirring bar was charged with ethyl N-(3,4-dichlorophenyl)-2-methylalaninate (790 mg, 2.9 mmol) and dissolved in 3 mL of THF. A solution of LiOH (132 mg, 5.8 mmol) dissolved in 1.0 mL of H2O was added and the mixture was stirred at room temperature for 24 h. The solvent was removed under reduced pressure. A total of 846 mg (90%) of N-(3,4-dichlorophenyl)-2-methylalanine as a yellow solid was recovered as the lithium salt, after drying under vac...